Dataset: the Open Reaction Database (ORD), a public repository of structured organic reaction records. Task: describe an organic reaction: reactants, conditions, products, and yield Reactants: C(C1=CC=CC=C1)O[C@@H]1[C@H]2[C@@H](OC)O[C@@H]1CN2 (Methyl 3-O-benzyl-2,5-dideoxy-2,5-imino-α-D-lyxofuranoside), C([O-])(O)=O.[Na+] (sodium bicarbonate), ClC(=O)OCC1=CC=CC=C1 (Benzyl chloroformate). Run in CCOCC (ether). Run at time 12 hour. The product is C(C1=CC=CC=C1)O[C@@H]1[C@H]2[C@@H](OC)O[C@@H]1CN2C(=O)OCC2=CC=CC=C2 (methyl 3-O-benzyl-N-benzyloxycarbonyl-2,5-dideoxy-2,5-imino-α-D-lyxofuranoside). The yield is 76.1%. As a reaction SMILES: [CH2:1]([O:8][C@H:9]1[C@H:15]2[CH2:16][NH:17][C@@H:10]1[C@H:11]([O:14]2)[O:12][CH3:13])[C:2]1[CH:7]=[CH:6][CH:5]=[CH:4][CH:3]=1.C(=O)(O)[O-].[Na+].Cl[C:24]([O:26][CH2:27][C:28]1[CH:33]=[CH:32][CH:31]=[CH:30][CH:29]=1)=[O:25]>CCOCC>[CH2:1]([O:8][C@H:9]1[C@H:15]2[CH2:16][N:17]([C:24]([O:26][CH2:27][C:28]3[CH:33]=[CH:32][CH:31]=[CH:30][CH:29]=3)=[O:25])[C@@H:10]1[C@H:11]([O:14]2)[O:12][CH3:13])[C:2]1[CH:3]=[CH:4][CH:5]=[CH:6][CH:7]=1 |f:1.2|. Procedure: Methyl 3-O-benzyl-2,5-dideoxy-2,5-imino-α-D-lyxofuranoside (13α) (870 mg, 3.70 mmol) was stirred with a 3:2 mixture of ether and saturated aqueous sodium bicarbonate (60 ml). Benzyl chloroformate (1.57 ml, 11.1 mmol) was added to the mixture which was stirred at room temperature for 12 hours. The ether layer was separated and the aqueous phase further extracted with ether (4×25 ml). The combined extracts were dried, filtered and the solvent removed. Purification by flash chromatography (ether-he...